This data is from the Open Reaction Database (ORD), a public repository of structured organic reaction records. The task is: describe an organic reaction: reactants, conditions, products, and yield Reactants: BrC1=COC2=C1C=NC(=C2O[C@H](C)C2=C(C(=CC=C2Cl)F)Cl)N (3-bromo-7-[(R)-1-(2,6-dichloro-3-fluorophenyl)ethoxy]furo[3,2-c]pyridine-6-ylamine), OB(C1=CC=C(S1)C(=O)O)O (5-(dihydroxyboryl)thiophene-2-carboxylic acid), C([O-])([O-])=O.[K+].[K+] (potassium carbonate), O1CCOCC1 (dioxane). The reagents and catalysts are C=1C=CC(=CC1)[P](C=2C=CC=CC2)(C=3C=CC=CC3)[Pd]([P](C=4C=CC=CC4)(C=5C=CC=CC5)C=6C=CC=CC6)([P](C=7C=CC=CC7)(C=8C=CC=CC8)C=9C=CC=CC9)[P](C=1C=CC=CC1)(C=1C=CC=CC1)C=1C=CC=CC1 (Pd(PPh3)4). Solvent: O (water). Yields the product NC1=C(C2=C(C=N1)C(=CO2)C2=CC=C(S2)C(=O)O)O[C@H](C)C2=C(C(=CC=C2Cl)F)Cl (5-{6-Amino-7-[(R)-1-(2,6-dichloro-3-fluorophenyl)ethoxy]-furo[3,2-c]pyridin-3-yl}-thiophene-2-carboxylic acid). As a reaction SMILES: Br[C:2]1[C:6]2[CH:7]=[N:8][C:9]([NH2:23])=[C:10]([O:11][C@@H:12]([C:14]3[C:19]([Cl:20])=[CH:18][CH:17]=[C:16]([F:21])[C:15]=3[Cl:22])[CH3:13])[C:5]=2[O:4][CH:3]=1.OB(O)[C:26]1[S:30][C:29]([C:31]([OH:33])=[O:32])=[CH:28][CH:27]=1.C(=O)([O-])[O-].[K+].[K+].O1CCOCC1>C1C=CC([P]([Pd]([P](C2C=CC=CC=2)(C2C=CC=CC=2)C2C=CC=CC=2)([P](C2C=CC=CC=2)(C2C=CC=CC=2)C2C=CC=CC=2)[P](C2C=CC=CC=2)(C2C=CC=CC=2)C2C=CC=CC=2)(C2C=CC=CC=2)C2C=CC=CC=2)=CC=1.O>[NH2:23][C:9]1[N:8]=[CH:7][C:6]2[C:2]([C:26]3[S:30][C:29]([C:31]([OH:33])=[O:32])=[CH:28][CH:27]=3)=[CH:3][O:4][C:5]=2[C:10]=1[O:11][C@@H:12]([C:14]1[C:19]([Cl:20])=[CH:18][CH:17]=[C:16]([F:21])[C:15]=1[Cl:22])[CH3:13] |f:2.3.4,^1:50,52,71,90|. Reported procedure: A mixture of 3-bromo-7-[(R)-1-(2,6-dichloro-3-fluorophenyl)ethoxy]furo[3,2-c]pyridine-6-ylamine (100.0 mg, 0.238 mmol), 5-(dihydroxyboryl)thiophene-2-carboxylic acid (205 mg, 1.19 mmol), Pd(PPh3)4 (10.0 mg, 0.01 mmol), potassium carbonate (98.7 mg, 0.714 mmol) and 4:1 dioxane:water (4 mL) was heated in a microwave reactor at 100° C. for 6 h. The material was dry-loaded onto silica gel for column chromatography. The crude product was eluted with 20% MeOH/DCM. The fractions containing the product ... Reactants: C1(CC1)C(=O)NC=1SC2=NC(=CC=C2N1)C=1C=C(C(=O)OCC)C=CC1 (Ethyl 3-(2-(cyclopropanecarboxamido)thiazolo[5,4-b]pyridin-5-yl)benzoate), O.[OH-].[Li+] (lithium hydroxide monohydrate), Cl (HCl). Solvent: O (water), C1CCOC1 (THF), CO (methanol). Run at time 16 hour. Yields the product C1(CC1)C(=O)NC=1SC2=NC(=CC=C2N1)C=1C=C(C(=O)O)C=CC1 (3-(2-(cyclopropanecarboxamido)thiazolo[5,4-b]pyridin-5-yl)benzoic acid). The yield is 77.1%. Reaction SMILES: [CH:1]1([C:4]([NH:6][C:7]2[S:8][C:9]3[C:14]([N:15]=2)=[CH:13][CH:12]=[C:11]([C:16]2[CH:17]=[C:18]([CH:24]=[CH:25][CH:26]=2)[C:19]([O:21]CC)=[O:20])[N:10]=3)=[O:5])[CH2:3][CH2:2]1.O.[OH-].[Li+].Cl>O.C1COCC1.CO>[CH:1]1([C:4]([NH:6][C:7]2[S:8][C:9]3[C:14]([N:15]=2)=[CH:13][CH:12]=[C:11]([C:16]2[CH:17]=[C:18]([CH:24]=[CH:25][CH:26]=2)[C:19]([OH:21])=[O:20])[N:10]=3)=[O:5])[CH2:3][CH2:2]1 |f:1.2.3|. Procedure details: Ethyl 3-(2-(cyclopropanecarboxamido)thiazolo[5,4-b]pyridin-5-yl)benzoate (870 mg, 2.37 mmol) was dissolved in the mixture of water (3.0 mL), THF (3.0 mL) and methanol (3.0 mL) followed by the addition of lithium hydroxide monohydrate (497 mg, 11.85 mmol). The reaction mixture was stirred at room temperature for 16 h and was neutralized with 1N aqueous HCl until pH=6 (monitored with pH paper). Upon removal of the organic solvent in vacuo the resulting brown solid was collected and dried to give 6... The reactants are N(=NC(=O)OC(C)C)C(=O)OC(C)C (Diisopropyl azodicarboxylate), C1(CC1)N1C2=C(NC(C3=C1N=CC(=C3)CCO)=O)C(=CC(=N2)F)C (11-(cyclopropyl)-5,11-dihydro-2-fluoro-8-(2-hydroxyethyl)-4methyl-6H-dipyrido[3,2-b:2′,3′-e] [1,4]diazepin-6-one), OC1=CC=NC2=CC=CC=C12 (4-hydroxyquinoline), C1=CC=C(C=C1)P(C2=CC=CC=C2)C3=CC=CC=C3 (Ph3P). Solvent: C1CCOC1 (THF). Run at time 3 hour. Yields the product C1(CC1)N1C2=C(NC(C3=C1N=CC(=C3)CCOC3=CC=NC1=CC=CC=C31)=O)C(=CC(=N2)F)C (11-Cyclopropyl-5,11-dihydro-2-fluoro-4-methyl-8-{2-(4-quinolinyloxy)ethyl-}6H-dipyrido[3,2-b:2′,3′-e][1,4]diazepin-6-one). Yield: 51.9%. RXN SMILES: N(C(OC(C)C)=O)=NC(OC(C)C)=O.[CH:15]1([N:18]2[C:24]3[N:25]=[CH:26][C:27]([CH2:29][CH2:30][OH:31])=[CH:28][C:23]=3[C:22](=[O:32])[NH:21][C:20]3[C:33]([CH3:38])=[CH:34][C:35]([F:37])=[N:36][C:19]2=3)[CH2:17][CH2:16]1.O[C:40]1[C:49]2[C:44](=[CH:45][CH:46]=[CH:47][CH:48]=2)[N:43]=[CH:42][CH:41]=1.C1C=CC(P(C2C=CC=CC=2)C2C=CC=CC=2)=CC=1>C1COCC1>[CH:15]1([N:18]2[C:24]3[N:25]=[CH:26][C:27]([CH2:29][CH2:30][O:31][C:40]4[C:49]5[C:44](=[CH:45][CH:46]=[CH:47][CH:48]=5)[N:43]=[CH:42][CH:41]=4)=[CH:28][C:23]=3[C:22](=[O:32])[NH:21][C:20]3[C:33]([CH3:38])=[CH:34][C:35]([F:37])=[N:36][C:19]2=3)[CH2:17][CH2:16]1. Procedure: Diisopropyl azodicarboxylate (DIAD) (131 μL, 0.66 mmol) was added drop-wise to a solution of 11-(cyclopropyl)-5,11-dihydro-2-fluoro-8-(2-hydroxyethyl)-4methyl-6H-dipyrido[3,2-b:2′,3′-e] [1,4]diazepin-6-one (140 mg, 0.44 mmol), 4-hydroxyquinoline (96.4 mg, 0.66 mmol) and Ph3P (124 mg, 0.66 mmol) in THF (2.2 mL) at room temperature. The mixture was stirred at room temperature for 3 h then was concentrated under reduced pressure. The residue was dissolved in EtOAc (60 mL) and the solution was succe... Starting materials: C=1N=CN2C1[C@H]1N(C(C3=C2C=CC=C3)=O)CCC1 ((S)-11,12,13,13a-tetrahydro-9H-imidazo[1,5-a]pyrrolo[2,1-c][1,4]benzodiazepin-9-one), ClN1C(CCC1=O)=O (N-chlorosuccinimide), O (water). Run in CN(C=O)C (dimethylformamide). The product is ClC=1N=CN2C1[C@H]1N(C(C3=C2C=CC=C3)=O)CCC1 ((S)-1-chloro-11,12,13,13a-tetrahydro-9H-imidazo[1,5-a]pyrrolo[2,1-c][1,4]benzodiazepin-9-one). RXN SMILES: [CH:1]1[N:2]=[CH:3][N:4]2[C:10]3[CH:11]=[CH:12][CH:13]=[CH:14][C:9]=3[C:8](=[O:15])[N:7]3[CH2:16][CH2:17][CH2:18][C@H:6]3[C:5]=12.[Cl:19]N1C(=O)CCC1=O.O>CN(C)C=O>[Cl:19][C:1]1[N:2]=[CH:3][N:4]2[C:10]3[CH:11]=[CH:12][CH:13]=[CH:14][C:9]=3[C:8](=[O:15])[N:7]3[CH2:16][CH2:17][CH2:18][C@H:6]3[C:5]=12. Procedure details: 2.5 g (10.4 mmol) of (S)-11,12,13,13a-tetrahydro-9H-imidazo[1,5-a]pyrrolo[2,1-c][1,4]benzodiazepin-9-one in 20 ml of dimethylformamide are stirred at room temperature for 1 hour and at 75° for 20 minutes with 1.40 g (10.4 mmol) of N-chlorosuccinimide. The solution is poured into water and extracted with chloroform. The chloroform extracts are washed several times with water, dried over magnesium sulphate and evaporated. By chromatography of the residue on a silica gel column there is obtained (S...